This data is from the Open Reaction Database (ORD), a public repository of structured organic reaction records. The task is: describe an organic reaction: reactants, conditions, products, and yield Reactants: NC1=CC(=C(C(=C1)C)NC(CC1CCCC1)=O)C (N-(4-Amino-2,6-dimethyl-phenyl)-2-cyclopentyl-acetamide), FC(C1=CC=C(C=N1)C=O)(F)F (6-trifluoromethyl-pyridine-3-carbaldehyde). The solvent is C(C)#N (acetonitrile). Run at temperature 150 celsius, time 16 hour. Yields the product C1(CCCC1)CC(=O)NC1=C(C=C(C=C1C)NCC=1C=NC(=CC1)C(F)(F)F)C (2-Cyclopentyl-N-{2,6-dimethyl-4-[(6-trifluoromethyl-pyridin-3-ylmethyl)-amino]-phenyl}-acetamide). Isolated yield 92.6%. As a reaction SMILES: [NH2:1][C:2]1[CH:7]=[C:6]([CH3:8])[C:5]([NH:9][C:10](=[O:17])[CH2:11][CH:12]2[CH2:16][CH2:15][CH2:14][CH2:13]2)=[C:4]([CH3:18])[CH:3]=1.[F:19][C:20]([F:30])([F:29])[C:21]1[N:26]=[CH:25][C:24]([CH:27]=O)=[CH:23][CH:22]=1>C(#N)C>[CH:12]1([CH2:11][C:10]([NH:9][C:5]2[C:4]([CH3:18])=[CH:3][C:2]([NH:1][CH2:27][C:24]3[CH:25]=[N:26][C:21]([C:20]([F:30])([F:19])[F:29])=[CH:22][CH:23]=3)=[CH:7][C:6]=2[CH3:8])=[O:17])[CH2:16][CH2:15][CH2:14][CH2:13]1. Procedure details: N-(4-Amino-2,6-dimethyl-phenyl)-2-cyclopentyl-acetamide (204 mg) and 6-trifluoromethyl-pyridine-3-carbaldehyde (163 mg) were dissolved in acetonitrile (3 mL) and heated to 150° C. for 10 minutes in a sealed microwave process vial. The reaction mixture was concentrated in vacuo, redissolved in methanol (5 mL) followed by addition of acetic acid (0.5 mL) and sodium cyanoborohydride (244 mg) and stirred at 25° C. for 16 hours. Aqueous sodium carbonate (10%, 25 mL) was added, and the product was col... Reactants: C(C1=CC=CC=C1)OC1=CC=C(OC[C@H](CNCCC2=CC=C(C=C2)O)O)C=C1 ((S)-1-(4-benzyloxyphenoxy)-3-[N-2-(4-hydroxyphenyl)ethylamino]propan-2-ol), C(C1=CC=CC=C1)Br (benzyl bromide), C([O-])([O-])=O.[Na+].[Na+] (sodium carbonate). Run in CN(C=O)C (dimethylformamide). Conditions: time 18 hour. Yields the product C(C1=CC=CC=C1)N(CCC1=CC=C(C=C1)O)C[C@@H](COC1=CC=C(C=C1)OCC1=CC=CC=C1)O ((S)-N-Benzyl-1(4-benzyloxyphenoxy)-3-[N-2-(4-hydroxyphenyl)ethylamino]propan-2-ol). Reaction SMILES: [CH2:1]([O:8][C:9]1[CH:29]=[CH:28][C:12]([O:13][CH2:14][C@@H:15]([OH:27])[CH2:16][NH:17][CH2:18][CH2:19][C:20]2[CH:25]=[CH:24][C:23]([OH:26])=[CH:22][CH:21]=2)=[CH:11][CH:10]=1)[C:2]1[CH:7]=[CH:6][CH:5]=[CH:4][CH:3]=1.[CH2:30](Br)[C:31]1[CH:36]=[CH:35][CH:34]=[CH:33][CH:32]=1.C(=O)([O-])[O-].[Na+].[Na+]>CN(C)C=O>[CH2:30]([N:17]([CH2:16][C@H:15]([OH:27])[CH2:14][O:13][C:12]1[CH:28]=[CH:29][C:9]([O:8][CH2:1][C:2]2[CH:3]=[CH:4][CH:5]=[CH:6][CH:7]=2)=[CH:10][CH:11]=1)[CH2:18][CH2:19][C:20]1[CH:25]=[CH:24][C:23]([OH:26])=[CH:22][CH:21]=1)[C:31]1[CH:36]=[CH:35][CH:34]=[CH:33][CH:32]=1 |f:2.3.4|. Reported procedure: A solution of (S)-1-(4-benzyloxyphenoxy)-3-[N-2-(4-hydroxyphenyl)ethylamino]propan-2-ol (1.9 g, 4.8 mMol) and benzyl bromide (0.57 ml, 4.8 mMol) in dimethylformamide (10 ml) containing sodium carbonate (770 mg, 7.2 mMol) was stirred at room temperature for 18 hours. The mixture was filtered and the residue was washed with ethyl acetate. The filtrates were combined, washed with water and brine, dried and evaporated. Purification of the residue by flash chromatography (silica gel, 50% ethyl acetat...